From a dataset of the Open Reaction Database (ORD), a public repository of structured organic reaction records. describe an organic reaction: reactants, conditions, products, and yield Starting materials: C(C)OC(C1=CC=C(C=C1)NC(=O)C=1C=CC2=C(N(CCO2)S(=O)(=O)C2=C(C=CC(=C2)Cl)OC)C1)=O (4-{[4-(5-chloro-2-methoxy-benzenesulfonyl)-3,4-dihydro-2H-benzo-[1,4]oxazine-6-carbonyl]-amino}-benzoic acid ethyl ester), [OH-].[Na+] (NaOH), Cl (HCl). Solvent: O1CCCC1 (tetrahydrofuran), CO (methanol). Run at temperature 45 celsius. Product: ClC=1C=CC(=C(C1)S(=O)(=O)N1CCOC2=C1C=C(C=C2)C(=O)NC2=CC=C(C(=O)O)C=C2)OC (4-{[4-(5-Chloro-2-methoxy-benzenesulfonyl)-3,4-dihydro-2H-benzo[1,4]oxazine-6-carbonyl]-amino}-benzoic acid). As a reaction SMILES: C([O:3][C:4](=[O:36])[C:5]1[CH:10]=[CH:9][C:8]([NH:11][C:12]([C:14]2[CH:15]=[CH:16][C:17]3[O:22][CH2:21][CH2:20][N:19]([S:23]([C:26]4[CH:31]=[C:30]([Cl:32])[CH:29]=[CH:28][C:27]=4[O:33][CH3:34])(=[O:25])=[O:24])[C:18]=3[CH:35]=2)=[O:13])=[CH:7][CH:6]=1)C.[OH-].[Na+].Cl>O1CCCC1.CO>[Cl:32][C:30]1[CH:29]=[CH:28][C:27]([O:33][CH3:34])=[C:26]([S:23]([N:19]2[C:18]3[CH:35]=[C:14]([C:12]([NH:11][C:8]4[CH:9]=[CH:10][C:5]([C:4]([OH:36])=[O:3])=[CH:6][CH:7]=4)=[O:13])[CH:15]=[CH:16][C:17]=3[O:22][CH2:21][CH2:20]2)(=[O:25])=[O:24])[CH:31]=1 |f:1.2|. Procedure: A solution of 4-{[4-(5-chloro-2-methoxy-benzenesulfonyl)-3,4-dihydro-2H-benzo-[1,4]oxazine-6-carbonyl]-amino}-benzoic acid ethyl ester (0.91 g, 1.72 mmol) in tetrahydrofuran (10 mL) and methanol (10 mL) was treated with 3N NaOH (5 mL, 15 mmol, 8.7 equiv.). The mixture was stirred at 45° C. for 30′. The mixture was then acidified with HCl 3N (5 mL) and the solid which precipitated was filtered, washing with water, and dried under high vacuum. 4-{[4-(5-Chloro-2-methoxy-benzenesulfonyl)-3,4-dihydro... Reactants: COC(=O)C=1NS(C2=C(C1O)C=CC1=CC=CC=C12)(=O)=O (4-hydroxy-2H-naphtho[2,1-e]-1,2-thiazine-3-carboxylic acid methyl ester-1,1-dioxide), NC=1SC(=C(N1)CC)C (2-amino-4-ethyl-5-methyl-thiazole). The solvent is C=1(C(=CC=CC1)C)C (xylene). Yields the product C(C)C=1N=C(SC1C)NC(=O)C=1NS(C2=C(C1O)C=CC1=CC=CC=C12)(=O)=O (N-(4-Ethyl-5-methyl-2-thiazolyl)-4-hydroxy-2H-naphtho[2,1-e]-1,2thiazine-3-carboxamide-1,1-dioxide). The yield is 55.0%. RXN SMILES: CO[C:3]([C:5]1[NH:6][S:7](=[O:21])(=[O:20])[C:8]2[C:19]3[C:14](=[CH:15][CH:16]=[CH:17][CH:18]=3)[CH:13]=[CH:12][C:9]=2[C:10]=1[OH:11])=[O:4].[NH2:22][C:23]1[S:24][C:25]([CH3:30])=[C:26]([CH2:28][CH3:29])[N:27]=1>C1(C)C(C)=CC=CC=1>[CH2:28]([C:26]1[N:27]=[C:23]([NH:22][C:3]([C:5]2[NH:6][S:7](=[O:20])(=[O:21])[C:8]3[C:19]4[C:14](=[CH:15][CH:16]=[CH:17][CH:18]=4)[CH:13]=[CH:12][C:9]=3[C:10]=2[OH:11])=[O:4])[S:24][C:25]=1[CH3:30])[CH3:29]. Procedure: N-(4-Ethyl-5-methyl-2-thiazolyl)-4-hydroxy-2H-naphtho[2,1-e]-1,2thiazine-3-carboxamide-1,1-dioxide was prepared analogous to Example 37 from 4-hydroxy-2H-naphtho[2,1-e]-1,2-thiazine-3-carboxylic acid methyl ester-1,1-dioxide and 2-amino-4-ethyl-5-methyl-thiazole. Yield: 55% of theory; m.p. 268°-270° C (decomp.; from xylene). Starting materials: BrC=1C=C(C=C(C1)OC(F)(F)F)C1=CC(=NN1C=1C=NC=C(C1)F)C(=O)O (5-(3-Bromo-5-trifluoromethoxyphenyl)-1-(5-fluoropyridin-3-yl)-1H-pyrazole-3-carboxylic acid), ClC=1C=C(C=C(C1)F)C1=CC(=NN1C1=NC=CC=C1)C(=O)N1CNC(C1)=O (1-{[5-(3-Chloro-5-fluorophenyl)-1-(pyridin-2-yl)-1H-pyrazol-3-yl]carbonyl}imidazolidin-4-one), O=C1NCCNC1 (2-oxopiperazine). Product: BrC=1C=C(C=C(C1)OC(F)(F)F)C1=CC(=NN1C=1C=NC=C(C1)F)C(=O)N1CC(NCC1)=O (4-({5-[3-Bromo-5-(trifluoromethoxy)phenyl]-1-(5-fluoropyridin-3-yl)-1H-pyrazol-3-yl}carbonyl)piperazin-2-one). As a reaction SMILES: [Br:1][C:2]1[CH:3]=[C:4]([C:13]2[N:17]([C:18]3[CH:19]=[N:20][CH:21]=[C:22]([F:24])[CH:23]=3)[N:16]=[C:15]([C:25](O)=[O:26])[CH:14]=2)[CH:5]=[C:6]([O:8][C:9]([F:12])([F:11])[F:10])[CH:7]=1.ClC1C=C(C2N(C3C=CC=CN=3)N=C([C:47]([N:49]3[CH2:53][C:52](=[O:54])[NH:51][CH2:50]3)=O)C=2)C=C(F)C=1.O=C1CNCCN1>>[Br:1][C:2]1[CH:3]=[C:4]([C:13]2[N:17]([C:18]3[CH:19]=[N:20][CH:21]=[C:22]([F:24])[CH:23]=3)[N:16]=[C:15]([C:25]([N:49]3[CH2:47][CH2:50][NH:51][C:52](=[O:54])[CH2:53]3)=[O:26])[CH:14]=2)[CH:5]=[C:6]([O:8][C:9]([F:11])([F:12])[F:10])[CH:7]=1. Procedure details: 75 mg (0.17 mmol) of the compound of Example 44A is reacted analogously to the synthesis of the compound of Example 1 with 19 mg (0.19 mmol) of 2-oxopiperazine. 80 mg (90% of theory) of the title compound is obtained. The reactants are C(C(O)CC(=O)O)(=O)O (malic acid), C(C)(=O)OC(C)=O (acetic anhydride), S(O)(O)(=O)=O (sulphuric acid). Conditions: temperature 140 celsius. Product: C(C)(=O)OC1C(=O)OC(C1)=O (2-acetoxysuccinic acid anhydride). Yield: 60.0%. Reaction SMILES: [C:1]([OH:9])(=[O:8])[CH:2]([CH2:4][C:5]([OH:7])=O)[OH:3].S(=O)(=O)(O)O.[C:15](OC(=O)C)(=[O:17])[CH3:16]>>[C:15]([O:3][CH:2]1[CH2:4][C:5](=[O:7])[O:8][C:1]1=[O:9])(=[O:17])[CH3:16]. Procedure details: 250 g (1.86 mole) of malic acid are dissolved in 500 ml of acetic anhydride and a further 1 ml of concentrated sulphuric acid is added thereto. The mixture is then heated at 140° C. for four hours. Finally, it is concentrated in vacuo and the residue is fractionally distilled. 2-acetoxysuccinic acid anhydride is obtained in a 60% yield. Boiling point at 0.01 torr: 108° to 113° C.; melting point: 56° C. Starting materials: CC(=O)O, N#CC(c1ccc(Cl)cc1)c1ccc2c(c1)c(-c1cccc(Cl)c1)cc1nnnn12, O, O=S(=O)(O)O. Product: O=C(O)C(c1ccc(Cl)cc1)c1ccc2c(c1)c(-c1cccc(Cl)c1)cc1nnnn12. RXN SMILES: [CH3:6][C:7]([OH:8])=[O:9].[Cl:10][c:11]1[cH:12][c:13](-[c:17]2[cH:18][c:19]3[n:20]([c:21]4[cH:22][cH:23][c:24]([CH:27]([C:28]#[N:29])[c:30]5[cH:31][cH:32][c:33]([Cl:36])[cH:34][cH:35]5)[cH:25][c:26]24)[n:37][n:38][n:39]3)[cH:14][cH:15][cH:16]1.[OH2:40].[S:1](=[O:2])(=[O:3])([OH:4])[OH:5]>>[OH:8][C:28]([CH:27]([c:24]1[cH:23][cH:22][c:21]2[n:20]3[c:19]([cH:18][c:17](-[c:13]4[cH:12][c:11]([Cl:10])[cH:16][cH:15][cH:14]4)[c:26]2[cH:25]1)[n:39][n:38][n:37]3)[c:30]1[cH:31][cH:32][c:33]([Cl:36])[cH:34][cH:35]1)=[O:40]. Reactants: CC(C)=CCCC(C)CC=CC(C)=CCO, BrP(Br)Br, c1ccccc1. Product: CC(C)=CCCC(C)CC=CC(C)=CCBr. Reaction SMILES: [CH3:1][C:2](=[CH:3][CH2:4][OH:5])[CH:6]=[CH:7][CH2:8][CH:9]([CH2:10][CH2:11][CH:12]=[C:13]([CH3:14])[CH3:15])[CH3:16].[P:17]([Br:18])([Br:19])[Br:20].[cH:21]1[cH:22][cH:23][cH:24][cH:25][cH:26]1>>[CH3:1][C:2](=[CH:3][CH2:4][Br:18])[CH:6]=[CH:7][CH2:8][CH:9]([CH2:10][CH2:11][CH:12]=[C:13]([CH3:14])[CH3:15])[CH3:16]. The reactants are CC(O)C(CCc1ccc(F)cc1OCc1ccccc1)n1cnc(C(N)=O)c1, CCOC(C)=O, CCO. The product is CC(O)C(CCc1ccc(F)cc1O)n1cnc(C(N)=O)c1. RXN SMILES: [CH2:1]([c:2]1[cH:3][cH:4][cH:5][cH:6][cH:7]1)[O:8][c:9]1[c:10]([CH2:16][CH2:17][CH:18]([CH:19]([CH3:20])[OH:21])[n:22]2[cH:23][n:24][c:25]([C:27](=[O:28])[NH2:29])[cH:26]2)[cH:11][cH:12][c:13]([F:15])[cH:14]1.[CH3:30][CH2:31][O:32][C:33]([CH3:34])=[O:35].[CH3:36][CH2:37][OH:38]>>[OH:8][c:9]1[c:10]([CH2:16][CH2:17][CH:18]([CH:19]([CH3:20])[OH:21])[n:22]2[cH:23][n:24][c:25]([C:27](=[O:28])[NH2:29])[cH:26]2)[cH:11][cH:12][c:13]([F:15])[cH:14]1. Starting materials: CS(=O)(=O)O, O=P12OP3(=O)OP(=O)(O1)OP(=O)(O2)O3, CC(C)(O)CCCc1ccccc1. Product: CC1(C)CCCc2ccccc21. As a reaction SMILES: [CH3:28][S:29](=[O:30])(=[O:31])[OH:32].[O:1]=[P:2]12[O:3][P:4]3(=[O:14])[O:5][P:6](=[O:12])([O:7][P:8](=[O:11])([O:9]3)[O:10]1)[O:13]2.[OH:15][C:16]([CH3:17])([CH2:18][CH2:19][CH2:20][c:21]1[cH:22][cH:23][cH:24][cH:25][cH:26]1)[CH3:27]>>[C:16]1([CH3:17])([CH3:27])[CH2:18][CH2:19][CH2:20][c:21]2[cH:22][cH:23][cH:24][cH:25][c:26]21. The reactants are N1C(=O)NC(=O)C(C)=C1 (thymine), N1=CC=CC=C1 (pyridine), C(C1=CC=CC=C1)(=O)Cl (Benzoyl chloride). Solvent: C1CCOC1 (THF). Conditions: temperature 0 celsius, time 8 hour. The product is C(C1=CC=CC=C1)(=O)N1C(NC=C(C1=O)C)=O (N3-benzoyl thymine). As a reaction SMILES: [NH:1]1[CH:9]=[C:7]([CH3:8])[C:5](=[O:6])[NH:4][C:2]1=[O:3].N1C=CC=CC=1.[C:16](Cl)(=[O:23])[C:17]1[CH:22]=[CH:21][CH:20]=[CH:19][CH:18]=1>C1COCC1>[C:16]([N:4]1[C:5](=[O:6])[C:7]([CH3:8])=[CH:9][NH:1][C:2]1=[O:3])(=[O:23])[C:17]1[CH:22]=[CH:21][CH:20]=[CH:19][CH:18]=1. Reported procedure: To a solution of thymine (1) in THF was added pyridine and the reaction was cooled to 0° C. Benzoyl chloride was added carefully at 0° C. and the reaction was stirred overnight at room temperature. The reaction mass was evaporated to give the crude solid which was purified by SiO2 flash chromatography to give the N3-benzoyl thymine (4) as a white solid. NMR (600 MHz, CD3OD): δ 7.94 (m, 2H), 7.71 (t, 1H, J=7.3 Hz), 7.57 (m, 2H), 7.38 (s, 1H), 1.90 (s, 3H); Mass (ESI-MS): 231.22 (M+H); m.p: 178-18... Reported procedure: 2.2 g of thiophenol and 2.8 g of potassium carbonate were added to 50 ml of N,N-dimethylformamide, and with stirring at about 20° C., 13.0 g of polyprenylbromide of general formula (II) in which n is 15 and A2 is Br was added dropwise. After the addition, the mixture was stirred overnight at room temperature. The reaction mixture ws poured into about 100 ml of water and extracted with hexane. The hexane layer was washed with a 10% aqueous solution of sodium hydroxide and water, and then dried ov... Run in O (water). Product: C1(=CC=CC=C1)SC1=CC=CC=C1 (phenyl sulfide). Reaction SMILES: [C:1]1([SH:7])[CH:6]=[CH:5][CH:4]=[CH:3][CH:2]=1.C(=O)([O-])[O-].[K+].[K+].CN(C)C=O.[Br-]>O>[C:1]1([S:7][C:1]2[CH:6]=[CH:5][CH:4]=[CH:3][CH:2]=2)[CH:6]=[CH:5][CH:4]=[CH:3][CH:2]=1 |f:1.2.3|. The reactants are C1(=CC=CC=C1)S (thiophenol), C([O-])([O-])=O.[K+].[K+] (potassium carbonate), CN(C=O)C (N,N-dimethylformamide), ( II ), A2, [Br-] (bromide). Reaction conditions: temperature 20 celsius.